describe an organic reaction: reactants, conditions, products, and yield From a dataset of the Open Reaction Database (ORD), a public repository of structured organic reaction records. The reactants are ClC1=C(C(=O)O)C=CC(=C1O)S(=O)(=O)CC (2-Chloro-4-ethylsulfonyl-3-hydroxybenzoic Acid), C(C)I (ethyl iodide), C([O-])([O-])=O.[K+].[K+] (potassium carbonate). Run in CN(C=O)C (dimethylformamide). Conditions: temperature 90 celsius. Yields the product C(C)OC=1C(=C(C(=O)O)C=CC1S(=O)(=O)CC)Cl (3-Ethoxy-4-ethylsulfonyl-2-chlorobenzoic Acid). As a reaction SMILES: [Cl:1][C:2]1[C:10]([OH:11])=[C:9]([S:12]([CH2:15][CH3:16])(=[O:14])=[O:13])[CH:8]=[CH:7][C:3]=1[C:4]([OH:6])=[O:5].[CH2:17](I)[CH3:18].C(=O)([O-])[O-].[K+].[K+]>CN(C)C=O>[CH2:17]([O:11][C:10]1[C:2]([Cl:1])=[C:3]([CH:7]=[CH:8][C:9]=1[S:12]([CH2:15][CH3:16])(=[O:14])=[O:13])[C:4]([OH:6])=[O:5])[CH3:18] |f:2.3.4|. Procedure details: A mixture of the 2-chloro-4-ethylsulfonyl-3-hydroxybenzoic acid prepared in Example 4 (0.075 mole), ethyl iodide (0.5 mole), and potassium carbonate (0.1 mole) in dimethylformamide (150 ml) was heated at 90° C. for 7 hours. After cooling, the reaction mixture was partitioned between ethyl acetate and 5% potassium carbonate. The ethyl acetate layer was then washed with brine, dried over magnesium sulfate, and concentrated in vacuo to afford the crude ethyl ester of the desired benzoic acid. Hydro... The reactants are NC(CC(=O)O)C(C)C (racemic 3-amino-4-methylpentanoic acid), C1=CN(C=N1)C(=O)N2C=CN=C2 (CDI), ClC1=C(C=C(C=C1)C=1C(=CC=C(C1)C(=O)O)C1=C(C=CC=C1OC)OC)OCCCN(C)C (4″-chloro-3″-[3-(dimethylamino)propoxy]-2,6-dimethoxy-1,1′:2′,1″-terphenyl-4′-carboxylic acid), C1=CN(C=N1)C(=O)N2C=CN=C2 (carbonyl-1,1′-diimidazole). Solvent: C1CCOC1 (THF), CN(C)C=O (DMF), C1CCOC1 (THF). Run at temperature 55 celsius, time 1 hour. Product: Cl.ClC1=C(C=C(C=C1)C=1C(=CC=C(C1)C(=O)NC(CC(=O)O)C(C)C)C1=C(C=CC=C1OC)OC)OCCCN(C)C (3-[({4″-Chloro-3″-[3-(dimethylamino)propoxy]-2,6-dimethoxy-1,1′:2′,1″-terphenyl-4′-yl}carbonyl)amino]-4-methylpentanoic acid hydrochloride). RXN SMILES: C1N=CN(C(N2C=NC=C2)=O)C=1.[Cl:13][C:14]1[CH:19]=[CH:18][C:17]([C:20]2[C:21]([C:29]3[C:34]([O:35][CH3:36])=[CH:33][CH:32]=[CH:31][C:30]=3[O:37][CH3:38])=[CH:22][CH:23]=[C:24]([C:26](O)=[O:27])[CH:25]=2)=[CH:16][C:15]=1[O:39][CH2:40][CH2:41][CH2:42][N:43]([CH3:45])[CH3:44].[NH2:46][CH:47]([CH:52]([CH3:54])[CH3:53])[CH2:48][C:49]([OH:51])=[O:50]>C1COCC1.CN(C=O)C>[ClH:13].[Cl:13][C:14]1[CH:19]=[CH:18][C:17]([C:20]2[C:21]([C:29]3[C:30]([O:37][CH3:38])=[CH:31][CH:32]=[CH:33][C:34]=3[O:35][CH3:36])=[CH:22][CH:23]=[C:24]([C:26]([NH:46][CH:47]([CH:52]([CH3:54])[CH3:53])[CH2:48][C:49]([OH:51])=[O:50])=[O:27])[CH:25]=2)=[CH:16][C:15]=1[O:39][CH2:40][CH2:41][CH2:42][N:43]([CH3:44])[CH3:45] |f:5.6|. Reported procedure: Add 141 mg (0.87 mmol) of CDI to a solution of 315 mg (0.67 mmol) of 4″-chloro-3″-[3-(dimethylamino)propoxy]-2,6-dimethoxy-1,1′:2′,1″-terphenyl-4′-carboxylic acid in 7 mL of anhydrous THF, and stir the reaction mixture at 55° C. for 1 h under argon. Add 70 mg (0.43 mmol) of carbonyl-1,1′-diimidazole and continue the reaction for 1 h at 50° C. Then add a suspension of 97 mg (0.74 mmol) of racemic 3-amino-4-methylpentanoic acid in a mixture of 4 mL of THF and 0.8 mL of DMF and continue stirring fo... The reactants are Cl (hydrochloric acid), C1=CC=CC=C1 (benzene), C1=CC=CC=C1 (benzene), O (water). The product is C(CCCCCCCCCCCCCCCCC)(=O)O (stearic acid). Reaction SMILES: Cl.[CH:2]1[CH:7]=[CH:6][CH:5]=[CH:4][CH:3]=1.[OH2:8]>>[C:2]([OH:8])(=[O:8])[CH2:7][CH2:6][CH2:5][CH2:4][CH2:3][CH2:6][CH2:7][CH2:2][CH2:3][CH2:4][CH2:5][CH2:2][CH2:7][CH2:6][CH2:5][CH2:4][CH3:3]. Procedure details: A publication in J. Amer. Chem. Soc. 70 (1948), 1,629-1,632 discloses that the reaction can also be carried out with the free base in the absence of hydrochloric acid, at from 180° to 220° C.; as shown by the description and all the Examples, the reaction is intended to be carried out with a molar ratio of the reactants of 1:1, and in the presence of benzene in the reaction mixture. During the reaction, an azeotropic mixture of benzene and water is distilled off. In spite of this special procedu...